This data is from the Open Reaction Database (ORD), a public repository of structured organic reaction records. The task is: describe an organic reaction: reactants, conditions, products, and yield Reactants: O1C(COC2=C1C=CC=C2)CC(=O)O (2-(1,4-benzodioxan-2-yl)-acetic acid), 1,1-carbonyldiimidazole, OC1(CCNCC1)C1=CC=CC=C1 (4-hydroxy-4-phenylpiperidine), C(=O)=O (carbon dioxide). Solvent: O1CCCC1 (tetrahydrofuran). Reaction conditions: time 8 hour. Product: O1C(COC2=C1C=CC=C2)CC(=O)N2CCC(CC2)(C2=CC=CC=C2)O (1-[2-(1,4-benzodioxan-2-yl)-acetyl]-4-hydroxy-4-phenylpiperidine). As a reaction SMILES: [O:1]1[C:6]2[CH:7]=[CH:8][CH:9]=[CH:10][C:5]=2[O:4][CH2:3][CH:2]1[CH2:11][C:12]([OH:14])=O.C(=O)=O.[OH:18][C:19]1([C:25]2[CH:30]=[CH:29][CH:28]=[CH:27][CH:26]=2)[CH2:24][CH2:23][NH:22][CH2:21][CH2:20]1>O1CCCC1>[O:1]1[C:6]2[CH:7]=[CH:8][CH:9]=[CH:10][C:5]=2[O:4][CH2:3][CH:2]1[CH2:11][C:12]([N:22]1[CH2:23][CH2:24][C:19]([OH:18])([C:25]2[CH:26]=[CH:27][CH:28]=[CH:29][CH:30]=2)[CH2:20][CH2:21]1)=[O:14]. Procedure details: To the stirred solution of 11.64 g of 2-(1,4-benzodioxan-2-yl)-acetic acid in 60 ml of tetrahydrofuran is added 12 g of 1,1-carbonyldiimidazole. After the evolution of carbon dioxide has ceased, 10.6 g of 4-hydroxy-4-phenylpiperidine are added and the mixture stirred overnight at room temperature. It is evaporated, the residue taken up in ethyl acetate, the solution washed with water, N hydrochloric acid and water, dried and evaporated, to yield the 1-[2-(1,4-benzodioxan-2-yl)-acetyl]-4-hydroxy-... Starting materials: C1(=CC=C(C=C1)C(=O)N1[C@@H](CC(C1)=NOC)CCC(=O)O)C1=CC=CC=C1 (3-[(2R,4EZ)-1-(biphenyl-4-ylcarbonyl)-4-(methoxyimino)pyrrolidin-2-yl]propanoic acid), C1(=CC=C(C=C1)C(=O)N1[C@@H](CC(C1)=NOC)CCC(=O)O)C1=CC=CC=C1 (3-[(2R,4EZ)-1-(biphenyl-4-ylcarbonyl)-4-(methoxyimino)pyrrolidin-2-yl]propanoic acid), [N+](=[N-])=C[Si](C)(C)C ((diazomethyl)trimethylsilane). Solvent: C=1(C(=CC=CC1)CO)C (toluene-methanol). Reaction conditions: time 3 hour. The product is C1(=CC=C(C=C1)C(=O)N1[C@@H](CC(C1)=NOC)CCC(=O)OC)C1=CC=CC=C1 (methyl 3-[(2R,4EZ)-1-(biphenyl-4-ylcarbonyl)-4-(methoxyimino)pyrrolidin-2-yl]propanoate). The yield is 96.0%. Reaction SMILES: [C:1]1([C:22]2[CH:27]=[CH:26][CH:25]=[CH:24][CH:23]=2)[CH:6]=[CH:5][C:4]([C:7]([N:9]2[CH2:13][C:12](=[N:14][O:15][CH3:16])[CH2:11][C@H:10]2[CH2:17][CH2:18][C:19]([OH:21])=[O:20])=[O:8])=[CH:3][CH:2]=1.[N+](=[CH:30][Si](C)(C)C)=[N-]>C1(C)C(CO)=CC=CC=1>[C:1]1([C:22]2[CH:23]=[CH:24][CH:25]=[CH:26][CH:27]=2)[CH:2]=[CH:3][C:4]([C:7]([N:9]2[CH2:13][C:12](=[N:14][O:15][CH3:16])[CH2:11][C@H:10]2[CH2:17][CH2:18][C:19]([O:21][CH3:30])=[O:20])=[O:8])=[CH:5][CH:6]=1. Procedure details: To a solution of 3-[(2R,4EZ)-1-(biphenyl-4-ylcarbonyl)-4-(methoxyimino)pyrrolidin-2-yl]propanoic acid (Intermediate 8, 20 mg, 0.05 mmol) in toluene-methanol (1 ml, 3-1) was added (diazomethyl)trimethylsilane (0.110 ml, 2M in hexane). After 3 hours, the reaction mixture was concentrated and purified by silica gel column chromatography (ethyl acetate) to give methyl 3-[(2R,4EZ)-1-(biphenyl-4-ylcarbonyl)-4-(methoxyimino)pyrrolidin-2-yl]propanoate (20 mg). Yield: 96%. HPLC purity: 94%